The task is: describe an organic reaction: reactants, conditions, products, and yield. This data is from the Open Reaction Database (ORD), a public repository of structured organic reaction records. The reactants are ClC1=CC=C(C=C1)NN=CC(C(F)(F)F)=O (3,3,3-trifluoro-2-oxo-1-propanal 1-(4-chlorophenylhydrazone)), C(C)OP(=O)(OCC)CC(=O)OCC (ethyl diethylphosphonoacetate). Solvent: C(C)N(CC)CC (triethylamine). Run at time 24 hour. Yields the product ClC1=CC=C(C=C1)N1N=CC(=CC1=O)C(F)(F)F (2-(4-chlorophenyl)-5-trifluoromethylpyridazin-3-one). Isolated yield 52.9%. Reaction SMILES: [Cl:1][C:2]1[CH:7]=[CH:6][C:5]([NH:8][N:9]=[CH:10][C:11](=O)[C:12]([F:15])([F:14])[F:13])=[CH:4][CH:3]=1.[CH2:17]([O:19]P(CC(OCC)=O)(OCC)=O)[CH3:18]>C(N(CC)CC)C>[Cl:1][C:2]1[CH:7]=[CH:6][C:5]([N:8]2[C:17](=[O:19])[CH:18]=[C:11]([C:12]([F:15])([F:14])[F:13])[CH:10]=[N:9]2)=[CH:4][CH:3]=1. Procedure: First, 2 g of 3,3,3-trifluoro-2-oxo-1-propanal 1-(4-chlorophenylhydrazone) and 2 g of ethyl diethylphosphonoacetate were mixed with 20 ml of triethylamine, and the reaction was allowed to proceed at 50° C. for 24 hours. The solvent was distilled out under reduced pressure, and the residue was subjected to column chromatography, which afforded 1.16 g of 2-(4-chlorophenyl)-5-trifluoromethylpyridazin-3-one (compound 1-332).